This data is from the Open Reaction Database (ORD), a public repository of structured organic reaction records. The task is: describe an organic reaction: reactants, conditions, products, and yield Reactants: O[C@@H]1CS[C@H]2N(C1)C([C@H]2NC(CC2=CC=CC=C2)=O)=O ((3S,6R,7R)-3-Hydroxy-7-phenylacetamidocepham), C(C)(=O)OC(C)=O (acetic anhydride). Solvent: CS(=O)C (dimethylsulphoxide). Conditions: time 16 hour. Yields the product O=C1CS[C@H]2N(C1)C([C@H]2NC(CC2=CC=CC=C2)=O)=O ((6R,7R)-3-keto-7-phenylacetamidocepham). Isolated yield 76.4%. RXN SMILES: [OH:1][C@H:2]1[CH2:7][N:6]2[C:8](=[O:20])[C@@H:9]([NH:10][C:11](=[O:19])[CH2:12][C:13]3[CH:18]=[CH:17][CH:16]=[CH:15][CH:14]=3)[C@H:5]2[S:4][CH2:3]1.C(OC(=O)C)(=O)C>CS(C)=O>[O:1]=[C:2]1[CH2:7][N:6]2[C:8](=[O:20])[C@@H:9]([NH:10][C:11](=[O:19])[CH2:12][C:13]3[CH:18]=[CH:17][CH:16]=[CH:15][CH:14]=3)[C@H:5]2[S:4][CH2:3]1. Procedure: (3S,6R,7R)-3-Hydroxy-7-phenylacetamidocepham (29 mg.) in dimethylsulphoxide (1 ml.) was treated with acetic anhydride (0.2 ml.) After being kept at 24° for 16 hour the reaction mixture was partitioned between brine and ethyl acetate. Removal of the ethyl acetate gave (6R,7R)-3-keto-7-phenylacetamidocepham (22 mg.). T.1.c. and g.1.c. data were in agreement with those obtained on material prepared in Example 3a. EXAMPLE 3d Reactants: C1(CC1)N (cyclopropylamine), CN1N=CC(=C1)C=1C=NC=2N(C1)N=CC2C2=CC=C(C(=O)O)C=C2 (4-[6-(1-Methyl-1H-pyrazol-4-yl)pyrazolo[1,5-a]pyrimidin-3-yl]benzoic acid), C=1C=CC2=C(C1)N=NN2O (HOBT), C1=CN(C=N1)C(=O)N2C=CN=C2 (CDI). Solvent: CN(C)C=O (DMF). Conditions: temperature 120 celsius. Product: C1(CC1)NC(C1=CC=C(C=C1)C=1C=NN2C1N=CC(=C2)C=2C=NN(C2)C)=O (N-cyclopropyl-4-[6-(1-methyl-1H-pyrazol-4-yl)pyrazolo[1,5-a]pyrimidin-3-yl]benzamide). Reaction SMILES: [CH3:1][N:2]1[CH:6]=[C:5]([C:7]2[CH:8]=[N:9][C:10]3[N:11]([N:13]=[CH:14][C:15]=3[C:16]3[CH:24]=[CH:23][C:19]([C:20]([OH:22])=O)=[CH:18][CH:17]=3)[CH:12]=2)[CH:4]=[N:3]1.C1N=CN(C(N2C=NC=C2)=O)C=1.C1C=C[C:40]2N(O)N=[N:43][C:41]=2[CH:42]=1.C1(N)CC1>CN(C=O)C>[CH:41]1([NH:43][C:20](=[O:22])[C:19]2[CH:23]=[CH:24][C:16]([C:15]3[CH:14]=[N:13][N:11]4[CH:12]=[C:7]([C:5]5[CH:4]=[N:3][N:2]([CH3:1])[CH:6]=5)[CH:8]=[N:9][C:10]=34)=[CH:17][CH:18]=2)[CH2:42][CH2:40]1. Procedure details: 4-[6-(1-Methyl-1H-pyrazol-4-yl)pyrazolo[1,5-a]pyrimidin-3-yl]benzoic acid (50 mg, 0.16 mmol) was dissolved in DMF (2 mL). Resin bound CDI (288 mg, 0.4 mmol), HOBT (26 mg, 0.17 mmol), and cyclopropylamine (20 mg, 0.32 mmol) was added. The reaction was sealed and heated in the microwave at 120° C. for 20 minutes. The reaction was cooled to ambient temperature, filtered and purified by reverse phase chromatography to give N-cyclopropyl-4-[6-(1-methyl-1H-pyrazol-4-yl)pyrazolo[1,5-a]pyrimidin-3-yl]be... Reactants: Fc1nc2ccccc2s1, c1ccncc1, CCOC(=O)C(N)Cc1ccc(OCCCc2ccc3c(n2)NCCC3)cc1. Yields the product CCOC(=O)C(Cc1ccc(OCCCc2ccc3c(n2)NCCC3)cc1)Nc1nc2ccccc2s1. RXN SMILES: [F:29][c:30]1[s:31][c:32]2[c:33]([n:34]1)[cH:35][cH:36][cH:37][cH:38]2.[cH:39]1[cH:40][cH:41][n:42][cH:43][cH:44]1.[n:1]1[c:2]([CH2:11][CH2:12][CH2:13][O:14][c:15]2[cH:16][cH:17][c:18]([CH2:19][CH:20]([NH2:21])[C:22](=[O:23])[O:24][CH2:25][CH3:26])[cH:27][cH:28]2)[cH:3][cH:4][c:5]2[c:10]1[NH:9][CH2:8][CH2:7][CH2:6]2>>[n:1]1[c:2]([CH2:11][CH2:12][CH2:13][O:14][c:15]2[cH:16][cH:17][c:18]([CH2:19][CH:20]([NH:21][c:30]3[s:31][c:32]4[c:33]([n:34]3)[cH:35][cH:36][cH:37][cH:38]4)[C:22](=[O:23])[O:24][CH2:25][CH3:26])[cH:27][cH:28]2)[cH:3][cH:4][c:5]2[c:10]1[NH:9][CH2:8][CH2:7][CH2:6]2.